This data is from the Open Reaction Database (ORD), a public repository of structured organic reaction records. The task is: describe an organic reaction: reactants, conditions, products, and yield The reactants are O=C1CCC(CC1)C(=O)OCC (Ethyl 4-oxocyclohexanecarboxylate), NC=1C=C2C=NNC2=CC1 (5-aminoindazole), C(O)([O-])=O.[Na+] (sodium hydrogencarbonate). Solvent: CO (methanol). Run at time 18 hour. Yields the product N1N=CC2=CC(=CC=C12)NC1CCC(CC1)C(=O)OCC (Ethyl 4-(1H-5-indazolylamino)-1-cyclohexanecarboxylate). Isolated yield 105.8%. As a reaction SMILES: O=[C:2]1[CH2:7][CH2:6][CH:5]([C:8]([O:10][CH2:11][CH3:12])=[O:9])[CH2:4][CH2:3]1.[NH2:13][C:14]1[CH:15]=[C:16]2[C:20](=[CH:21][CH:22]=1)[NH:19][N:18]=[CH:17]2.C(=O)([O-])O.[Na+]>CO>[NH:19]1[C:20]2[C:16](=[CH:15][C:14]([NH:13][CH:2]3[CH2:7][CH2:6][CH:5]([C:8]([O:10][CH2:11][CH3:12])=[O:9])[CH2:4][CH2:3]3)=[CH:22][CH:21]=2)[CH:17]=[N:18]1 |f:2.3|. Procedure: Ethyl 4-oxocyclohexanecarboxylate (0.85 g) and 5-aminoindazole (0.60 g) were dissolved in methanol (10 ml) thereto, and a borane-pyridine complex (0.81 ml) was added dropwise to the solution at room temperature. The reaction mixture was stirred at room temperature for 18 hr. A saturated aqueous sodium hydrogencarbonate solution (10 ml) was then added thereto, and the mixture was extracted with chloroform-propanol (3/1). The organic layer was dried over anhydrous sodium sulfate, and the solvent w... The reactants are C1(=CC=CC=C1)C1=C(C=2C(=C3C=CN=CC3=CC2)N1)C(=O)O (2-phenyl-1H-pyrrolo[2,3-f]isoquinoline-3-carboxylic acid), CCN=C=NCCCN(C)C.Cl (EDCI hydrochloride), C=1C=CC2=C(C1)N=NN2O (HOBT), CCN(C(C)C)C(C)C (DIEA), C(C)(C)(C)OC(NC[C@H](CC1=CC=CC=C1)N)=O (((S)-2-amino-3-phenyl-propyl) -carbamic acid tert-butyl ester). The solvent is CN(C)C=O (DMF). Conditions: temperature 0 celsius, time 8 hour. The product is C(C)(C)(C)OC(NC[C@H](CC1=CC=CC=C1)NC(=O)C1=C(NC2=C3C=CN=CC3=CC=C21)C2=CC=CC=C2)=O ({(S)-3-Phenyl-2-[(2-phenyl-1H-pyrrolo[2,3-f]isoquinoline-3-carbonyl)-amino]-propyl}-carbamic acid tert-butyl ester). Yield: 43.0%. Reaction SMILES: [C:1]1([C:7]2[NH:19][C:10]3=[C:11]4[C:16](=[CH:17][CH:18]=[C:9]3[C:8]=2[C:20](O)=[O:21])[CH:15]=[N:14][CH:13]=[CH:12]4)[CH:6]=[CH:5][CH:4]=[CH:3][CH:2]=1.CCN(C(C)C)C(C)C.[C:32]([O:36][C:37](=[O:49])[NH:38][CH2:39][C@@H:40]([NH2:48])[CH2:41][C:42]1[CH:47]=[CH:46][CH:45]=[CH:44][CH:43]=1)([CH3:35])([CH3:34])[CH3:33].CCN=C=NCCCN(C)C.Cl.C1C=CC2N(O)N=NC=2C=1>CN(C=O)C>[C:32]([O:36][C:37](=[O:49])[NH:38][CH2:39][C@@H:40]([NH:48][C:20]([C:8]1[C:9]2[C:10](=[C:11]3[C:16](=[CH:17][CH:18]=2)[CH:15]=[N:14][CH:13]=[CH:12]3)[NH:19][C:7]=1[C:1]1[CH:2]=[CH:3][CH:4]=[CH:5][CH:6]=1)=[O:21])[CH2:41][C:42]1[CH:43]=[CH:44][CH:45]=[CH:46][CH:47]=1)([CH3:35])([CH3:33])[CH3:34] |f:3.4|. Procedure details: To a suspension of 2-phenyl-1H-pyrrolo[2,3-f]isoquinoline-3-carboxylic acid G2 (0.087 mmol) in DMF (1 mL), DIEA (0.26 mmol) and ((S)-2-amino-3-phenyl-propyl) -carbamic acid tert-butyl ester (0.13 mmol) were added. The mixture was cooled to 0° C., EDCI hydrochloride (0.13 mmol) and HOBT (0.13 mmol) were added and stirring was kept overnight at rt. The suspension was filtered and the solid was washed with aq saturated NaHCO3 and with water. After drying, the title compound was isolated in 43% yiel... Starting materials: C(C1=CC=CC=C1)NC(=O)C1=C(N=C(S1)NC(CCCCBr)=O)C (N-benzyl-2-(5-bromopentanamido)-4-methylthiazole-5-carboxamide), C(C1=CC=CC=C1)NC(=O)C1=C(N=C(S1)NC(CCCBr)=O)C (N-benzyl-2-(4-bromobutanamido)-4-methylthiazole-5-carboxamide). Product: C(C1=CC=CC=C1)NC(=O)C1=C(N=C(S1)N1C(CCCC1)=O)C (N-benzyl-4-methyl-2-(2-oxopiperidin-1-yl)thiazole-5-carboxamide). Isolated yield 35.0%. Reaction SMILES: [CH2:1]([NH:8][C:9]([C:11]1[S:15][C:14]([NH:16][C:17](=[O:23])[CH2:18][CH2:19][CH2:20][CH2:21]Br)=[N:13][C:12]=1[CH3:24])=[O:10])[C:2]1[CH:7]=[CH:6][CH:5]=[CH:4][CH:3]=1.C(NC(C1SC(NC(=O)CCCBr)=NC=1C)=O)C1C=CC=CC=1>>[CH2:1]([NH:8][C:9]([C:11]1[S:15][C:14]([N:16]2[CH2:21][CH2:20][CH2:19][CH2:18][C:17]2=[O:23])=[N:13][C:12]=1[CH3:24])=[O:10])[C:2]1[CH:7]=[CH:6][CH:5]=[CH:4][CH:3]=1. Procedure details: Following the procedure as described in Example 1, making variations as required to use N-benzyl-2-(5-bromopentanamido)-4-methylthiazole-5-carboxamide in replace of N-benzyl-2-(4-bromobutanamido)-4-methylthiazole-5-carboxamide, the title compound was obtained as a white solid in 35% yield: mp 175-176° C.; 1H NMR (300 MHz, DMSO-d6) δ 7.33-7.25 (m, 5H), 5.96 (s, 1H), 4.57 (d, J=5.6 Hz, 2H), 4.13 (t, J=6.0 Hz, 2H), 2.66 (t, J=6.8 Hz, 2H), 2.64 (s, 3H), 2.02-1.87 (m, 4H); 13C NMR (75 MHz, CDCl3) δ 1... Starting materials: BrC1=CC(=NC=C1)F (4-bromo-2-fluoropyridine), NN (hydrazine), [OH-].[Na+] (NaOH). The solvent is O (water). Conditions: temperature 70 celsius. Yields the product BrC1=CC(=NC=C1)NN (1-(4-Bromopyridin-2-yl)hydrazine). The yield is 73.4%. As a reaction SMILES: [Br:1][C:2]1[CH:7]=[CH:6][N:5]=[C:4](F)[CH:3]=1.[NH2:9][NH2:10].[OH-].[Na+]>O>[Br:1][C:2]1[CH:7]=[CH:6][N:5]=[C:4]([NH:9][NH2:10])[CH:3]=1 |f:2.3|. Procedure details: A mixture of 4-bromo-2-fluoropyridine (8.67 g, 49.3 mmol) and anhydrous hydrazine (16.00 ml, 501 mmol) was heated at 70° C. for 2.5 h. The reaction was cooled to RT, basified with 5N NaOH and diluted with 60 mL of water. The precipitate was filtered, washed with water and dried in vacuo at 50° C. to give 6.80 g of the title compound as a white amorphous solid. The reactants are FC=1C=C(C=CC1F)N1N=CC(=C(C1=O)OS(=O)(=O)C1=CC=C(C)C=C1)C1=CC=C(C=C1)S(=O)(=O)C (2-(3,4-difluorophenyl)-4-tosyloxy-5-[4-(methylsulfonyl)phenyl]-3(2H)-pyridazinone), N (NH3). Yields the product FC=1C=C(C=CC1F)N1N=CC(=C(C1=O)OCC(C)C)C1=CC=C(C=C1)S(=O)(=O)C (2-(3,4-Difluorophenyl)-4-(2-methylpropoxy)-5-[4-(methylsulfonyl)phenyl]-3(2H)-pyridazinone). Reaction SMILES: [F:1][C:2]1[CH:3]=[C:4]([N:9]2[C:14](=[O:15])[C:13]([O:16]S(C3C=CC(C)=CC=3)(=O)=O)=[C:12]([C:27]3[CH:32]=[CH:31][C:30]([S:33]([CH3:36])(=[O:35])=[O:34])=[CH:29][CH:28]=3)[CH:11]=[N:10]2)[CH:5]=[CH:6][C:7]=1[F:8].N>>[F:1][C:2]1[CH:3]=[C:4]([N:9]2[C:14](=[O:15])[C:13]([O:16][CH2:11][CH:12]([CH3:27])[CH3:13])=[C:12]([C:27]3[CH:32]=[CH:31][C:30]([S:33]([CH3:36])(=[O:35])=[O:34])=[CH:29][CH:28]=3)[CH:11]=[N:10]2)[CH:5]=[CH:6][C:7]=1[F:8]. Procedure: The title compound was prepared according to the method of Example 335, substituting 2-(3,4-difluorophenyl)-4-tosyloxy-5-[4-(methylsulfonyl)phenyl]-3(2H)-pyridazinone in place of 2-(3-chlorophenyl)-4-tosyloxy-5-[4-(methylsulfonyl)phenyl]-3(2H)-pyridazinone (yield: 150 mg, 61%). mp 116-117° C. 1H NMR (300 MHz, DMSO-d6) δ 0.78 (d, 6H), 1.84, (m, 1H), 3.3 (s, 3H), 4.2 (d, 2H), 7.54 (m, 1H), 7.6 (m, 1H), 7.82 (m, 1H), 7.91 (d, 2H), 8.07 (d, 2H), 8.21 (s, 1H). MS (DCI/NH3) m/z 435 (M+H)+, 452 (M+NH4)... The reactants are C=CCCCCCCC(NC(=O)OC(C)(C)C)C(=O)N1CC(SCC=C)(c2ccc(-c3ccccc3)cc2)CC1C(=O)OC, ClCCl, O=C(O)c1cccnc1S. Yields the product COC(=O)C1CC2(c3ccc(-c4ccccc4)cc3)CN1C(=O)C(NC(=O)OC(C)(C)C)CCCCCCC=CCS2. RXN SMILES: [CH2:1]([CH:2]=[CH2:3])[S:4][C:5]1([c:33]2[cH:34][cH:35][c:36](-[c:39]3[cH:40][cH:41][cH:42][cH:43][cH:44]3)[cH:37][cH:38]2)[CH2:6][CH:7]([C:29](=[O:30])[O:31][CH3:32])[N:8]([C:10]([CH:11]([CH2:12][CH2:13][CH2:14][CH2:15][CH2:16][CH2:17][CH:18]=[CH2:19])[NH:20][C:21](=[O:22])[O:23][C:24]([CH3:25])([CH3:26])[CH3:27])=[O:28])[CH2:9]1.[Cl:55][CH2:56][Cl:57].[SH:45][c:46]1[n:47][cH:48][cH:49][cH:50][c:51]1[C:52]([OH:53])=[O:54]>>[CH2:1]1[CH:2]=[CH:3][CH2:17][CH2:16][CH2:15][CH2:14][CH2:13][CH2:12][CH:11]([NH:20][C:21](=[O:22])[O:23][C:24]([CH3:25])([CH3:26])[CH3:27])[C:10](=[O:28])[N:8]2[CH:7]([C:29](=[O:30])[O:31][CH3:32])[CH2:6][C:5]([c:33]3[cH:34][cH:35][c:36](-[c:39]4[cH:40][cH:41][cH:42][cH:43][cH:44]4)[cH:37][cH:38]3)([S:4]1)[CH2:9]2. RXN SMILES: [CH3:19][S:20](=[O:21])[CH3:22].[F:1][c:2]1[cH:3][cH:4][c:5]([N+:14](=[O:15])[O-:16])[c:6]([O:7][CH:8]([C:9](=[O:10])[OH:11])[CH3:12])[cH:13]1.[Na+:18].[OH-:17].[OH2:23]>>[c:2]1([OH:21])[cH:3][cH:4][c:5]([N+:14](=[O:15])[O-:16])[c:6]([O:7][CH:8]([C:9](=[O:10])[OH:11])[CH3:12])[cH:13]1. Product: CC(Oc1cc(O)ccc1[N+](=O)[O-])C(=O)O. The reactants are CS(C)=O, CC(Oc1cc(F)ccc1[N+](=O)[O-])C(=O)O, [Na+], [OH-], O. Starting materials: O=C([O-])[O-], O=S(=O)(OCC(F)F)C(F)(F)F, [K+], [K+], NC1CCCN(C2=NC(=O)C(=Cc3ccc4c(cnn4Cc4ccc(C(F)(F)F)cc4C(F)(F)F)c3)S2)C1, CN(C)C=O. The product is O=C1N=C(N2CCCC(NCC(F)F)C2)SC1=Cc1ccc2c(cnn2Cc2ccc(C(F)(F)F)cc2C(F)(F)F)c1. As a reaction SMILES: [C:51](=[O:52])([O-:53])[O-:54].[F:39][CH:40]([CH2:41][O:42][S:43]([C:44]([F:45])([F:46])[F:47])(=[O:48])=[O:49])[F:50].[K+:55].[K+:56].[NH2:1][CH:2]1[CH2:3][N:4]([C:8]2=[N:12][C:11](=[O:13])[C:10](=[CH:14][c:15]3[cH:16][c:17]4[cH:18][n:19][n:20]([CH2:24][c:25]5[c:26]([C:35]([F:36])([F:37])[F:38])[cH:27][c:28]([C:31]([F:32])([F:33])[F:34])[cH:29][cH:30]5)[c:21]4[cH:22][cH:23]3)[S:9]2)[CH2:5][CH2:6][CH2:7]1.[O:57]=[CH:58][N:59]([CH3:60])[CH3:61]>>[NH:1]([CH:2]1[CH2:3][N:4]([C:8]2=[N:12][C:11](=[O:13])[C:10](=[CH:14][c:15]3[cH:16][c:17]4[cH:18][n:19][n:20]([CH2:24][c:25]5[c:26]([C:35]([F:36])([F:37])[F:38])[cH:27][c:28]([C:31]([F:32])([F:33])[F:34])[cH:29][cH:30]5)[c:21]4[cH:22][cH:23]3)[S:9]2)[CH2:5][CH2:6][CH2:7]1)[CH2:41][CH:40]([F:39])[F:50].